describe an organic reaction: reactants, conditions, products, and yield From a dataset of the Open Reaction Database (ORD), a public repository of structured organic reaction records. The reactants are C(C1=CC=CC=C1)N1N=C(C(=C1)CC(=O)OCC)O (ethyl (1-benzyl-3-hydroxy-1H-pyrazol-4-yl)acetate), ClCC=1C=CC(=NC1)OCC=1N=C(OC1C)C1=CC=CC=C1 (5-chloromethyl-2-(5-methyl-2-phenyl-4-oxazolylmethoxy)pyridine), C([O-])([O-])=O.[K+].[K+] (potassium carbonate), CN(C=O)C (N,N-dimethylformamide). The solvent is O (water). Run at temperature 60 celsius, time 4 hour. Yields the product C(C1=CC=CC=C1)N1N=C(C(=C1)CC(=O)OCC)OCC=1C=NC(=CC1)OCC=1N=C(OC1C)C1=CC=CC=C1 (ethyl [1-benzyl-3-[6-(5-methyl-2-phenyl-4-oxazolylmethoxy)-3-pyridylmethoxy]-1H-pyrazol-4-yl]acetate). The yield is 80.4%. As a reaction SMILES: [CH2:1]([N:8]1[CH:12]=[C:11]([CH2:13][C:14]([O:16][CH2:17][CH3:18])=[O:15])[C:10]([OH:19])=[N:9]1)[C:2]1[CH:7]=[CH:6][CH:5]=[CH:4][CH:3]=1.Cl[CH2:21][C:22]1[CH:23]=[CH:24][C:25]([O:28][CH2:29][C:30]2[N:31]=[C:32]([C:36]3[CH:41]=[CH:40][CH:39]=[CH:38][CH:37]=3)[O:33][C:34]=2[CH3:35])=[N:26][CH:27]=1.C(=O)([O-])[O-].[K+].[K+].CN(C)C=O>O>[CH2:1]([N:8]1[CH:12]=[C:11]([CH2:13][C:14]([O:16][CH2:17][CH3:18])=[O:15])[C:10]([O:19][CH2:21][C:22]2[CH:27]=[N:26][C:25]([O:28][CH2:29][C:30]3[N:31]=[C:32]([C:36]4[CH:41]=[CH:40][CH:39]=[CH:38][CH:37]=4)[O:33][C:34]=3[CH3:35])=[CH:24][CH:23]=2)=[N:9]1)[C:2]1[CH:3]=[CH:4][CH:5]=[CH:6][CH:7]=1 |f:2.3.4|. Reported procedure: A mixture of ethyl (1-benzyl-3-hydroxy-1H-pyrazol-4-yl)acetate (390 mg), 5-chloromethyl-2-(5-methyl-2-phenyl-4-oxazolylmethoxy)pyridine (472 mg), potassium carbonate (414 mg) and N,N-dimethylformamide (10 ml) was stirred at 60° C. for 4 hrs. The reaction mixture was poured into water and the mixture was extracted with ethyl acetate. The ethyl acetate layer was washed with saturated brine, dried (MgSO4) and concentrated. The residue was subjected to silica gel column chromatography, and ethyl [1-... Reactants: COC(=O)C=1NS(C2=C(C1O)C=CC1=CC=CC=C12)(=O)=O (4-hydroxy-2H-naphtho[2,1-e]-1,2-thiazine-3-carboxylic acid methyl ester-1,1-dioxide), ClC=1C=C(N)C=CC1 (3-chloroaniline). Procedure: A mixture consisting of 1 gm (3.3 millimols) of 4-hydroxy-2H-naphtho[2,1-e]-1,2-thiazine-3-carboxylic acid methyl ester-1,1-dioxide, 0.5 gm (4 millimols) of 3-chloroaniline and 200 ml of anhydrous xylene was refluxed for 25 hours in a Soxhlet apparatus equippedwith a 4-A-molecular sieve. Upon cooling, the desired product crystallized out. Yield: 0.9 gm (68% of theory); m.p. 262° C (decomp.). Reaction SMILES: CO[C:3]([C:5]1[NH:6][S:7](=[O:21])(=[O:20])[C:8]2[C:19]3[C:14](=[CH:15][CH:16]=[CH:17][CH:18]=3)[CH:13]=[CH:12][C:9]=2[C:10]=1[OH:11])=[O:4].[Cl:22][C:23]1[CH:24]=[C:25]([CH:27]=[CH:28][CH:29]=1)[NH2:26]>C1(C)C(C)=CC=CC=1>[Cl:22][C:23]1[CH:24]=[C:25]([NH:26][C:3]([C:5]2[NH:6][S:7](=[O:20])(=[O:21])[C:8]3[C:19]4[C:14](=[CH:15][CH:16]=[CH:17][CH:18]=4)[CH:13]=[CH:12][C:9]=3[C:10]=2[OH:11])=[O:4])[CH:27]=[CH:28][CH:29]=1. The solvent is C=1(C(=CC=CC1)C)C (xylene). Yields the product ClC=1C=C(C=CC1)NC(=O)C=1NS(C2=C(C1O)C=CC1=CC=CC=C12)(=O)=O (N-(3-Chloro-phenyl)-4-hydroxy-2H-naphtho[2,1-e]-1,2-thiazine-3-carboxamide-1,1-dioxide). The reactants are C(C)OC(=O)C1(C(NCCC1)=O)CC(=O)OCC (3-ethoxycarbonylmethyl-2-oxo-piperidine-3-carboxylic acid ethyl ester), [Cl-].[Ca+2].[Cl-] (calcium chloride), [BH4-].[Na+] (sodium borohydride). Run in CO (methanol). Product: OCCC1(C(NCCC1)=O)CO (3-(2-Hydroxy-ethyl)-3-hydroxymethyl-piperidin-2-one). As a reaction SMILES: C([O:3][C:4]([C:6]1([CH2:13][C:14](OCC)=[O:15])[CH2:11][CH2:10][CH2:9][NH:8][C:7]1=[O:12])=O)C.[Cl-].[Ca+2].[Cl-].[BH4-].[Na+]>CO>[OH:15][CH2:14][CH2:13][C:6]1([CH2:4][OH:3])[CH2:11][CH2:10][CH2:9][NH:8][C:7]1=[O:12] |f:1.2.3,4.5|. Procedure details: A solution of 1 mmol of 3-ethoxycarbonylmethyl-2-oxo-piperidine-3-carboxylic acid ethyl ester, 1 mmol of calcium chloride, and 5 ml of methanol is cooled to 0° C. and treated with one portion of 1 mmol of sodium borohydride, keeping the temperature at 0-5° C. with cooling for 2 hours. The mixture is allowed to warm to room temperature overnight. The solids are filtered and washed with methanol. The methanol filtrate is concentrated. The residue is triturated with diethyl ether and decanted. The ... Starting materials: C1(=CC=CC=C1)CN1CCNCC1 (1-(phenylmethyl)piperazine), ClCC=1N(C2=NC=NC=C2N1)CCOCC (8-(chloromethyl)-9-(2-ethoxyethyl)-9H-purine), C(O)([O-])=O.[Na+] (sodium hydrogen carbonate). The solvent is C(C)O (ethanol). Product: C(C)OCCN1C2=NC=NC=C2N=C1CN1CCN(CC1)CC1=CC=CC=C1 (9-(2-ethoxyethyl)-8-[[4-(phenylmethyl)-1-piperazinyl]methyl]-9H-purine), compound 23. Isolated yield 62.0%. Reaction SMILES: [C:1]1([CH2:7][N:8]2[CH2:13][CH2:12][NH:11][CH2:10][CH2:9]2)[CH:6]=[CH:5][CH:4]=[CH:3][CH:2]=1.Cl[CH2:15][C:16]1[N:17]([CH2:25][CH2:26][O:27][CH2:28][CH3:29])[C:18]2[C:23]([N:24]=1)=[CH:22][N:21]=[CH:20][N:19]=2.C(=O)([O-])O.[Na+]>C(O)C>[CH2:28]([O:27][CH2:26][CH2:25][N:17]1[C:16]([CH2:15][N:11]2[CH2:10][CH2:9][N:8]([CH2:7][C:1]3[CH:2]=[CH:3][CH:4]=[CH:5][CH:6]=3)[CH2:13][CH2:12]2)=[N:24][C:23]2[C:18]1=[N:19][CH:20]=[N:21][CH:22]=2)[CH3:29] |f:2.3|. Procedure details: A mixture of 4.4 parts of 1-(phenylmethyl)piperazine, 4.7 parts of 8-(chloromethyl)-9-(2-ethoxyethyl)-9H-purine, 2.1 parts of sodium hydrogen carbonate and 40 parts of ethanol was stirred and refluxed for 5 hours. The reaction mixture was evaporated and the residue was taken up in water. The product was extracted with trichloromethane. The extract was dried, filtered and evaporated. The residue was purified by column chromatography over silica gel using a mixture of trichloromethane and methanol... Reactants: NC(C(=O)NC(C(C(=O)OC(C)C)O)CC(C)C)CC=1N=CN(C1)C(C1=CC=CC=C1)(C1=CC=CC=C1)C1=CC=CC=C1 (3-[[2-amino-1-oxo-3-[1-(triphenylmethyl)-1H-imidazol-4-yl]propyl]amino]-2-hydroxy-5-methylhexanoic acid, 1-methylethyl ester), C1(CCCCC1)N=C=NC1CCCCC1 (dicyclohexylcarbodiimide), CC(C)(OC(=O)N[C@@H](CC1=CC=CC=C1)C(=O)O)C (N-[(1,1dimethylethoxy)carbonyl]-L-phenylalanine), ON1N=NC2=C1C=CC=C2 (1-hydroxybenzotriazole). The solvent is CN(C=O)C (dimethylformamide), CN(C=O)C (dimethylformamide). Conditions: time 5 minute. Product: CC(C)(OC(=O)N[C@@H](CC1=CC=CC=C1)C(=O)N[C@@H](CC1=CN(C=N1)C(C1=CC=CC=C1)(C1=CC=CC=C1)C1=CC=CC=C1)C(=O)NC(CC(C)C)C(C(=O)OC(C)C)O)C (N-[(1,1-dimethylethoxy)carbonyl]-L-phenylalanyl-N-[1-[1-hydroxy-2-(1-methylethoxy)-2-oxoethyl]-3-methylbutyl]-1-(triphenylmethyl)-L-histidinamide). Yield: 69.3%. Reaction SMILES: [CH3:1][C:2]([CH3:19])([O:4][C:5]([NH:7][C@H:8]([C:16]([OH:18])=O)[CH2:9][C:10]1[CH:15]=[CH:14][CH:13]=[CH:12][CH:11]=1)=[O:6])[CH3:3].ON1C2C=CC=CC=2N=N1.[NH2:30][CH:31]([CH2:48][C:49]1[N:50]=[CH:51][N:52]([C:54]([C:67]2[CH:72]=[CH:71][CH:70]=[CH:69][CH:68]=2)([C:61]2[CH:66]=[CH:65][CH:64]=[CH:63][CH:62]=2)[C:55]2[CH:60]=[CH:59][CH:58]=[CH:57][CH:56]=2)[CH:53]=1)[C:32]([NH:34][CH:35]([CH2:44][CH:45]([CH3:47])[CH3:46])[CH:36]([OH:43])[C:37]([O:39][CH:40]([CH3:42])[CH3:41])=[O:38])=[O:33].C1(N=C=NC2CCCCC2)CCCCC1>CN(C)C=O>[CH3:19][C:2]([CH3:1])([O:4][C:5]([NH:7][C@H:8]([C:16]([NH:30][C@H:31]([C:32]([NH:34][CH:35]([CH:36]([OH:43])[C:37]([O:39][CH:40]([CH3:42])[CH3:41])=[O:38])[CH2:44][CH:45]([CH3:47])[CH3:46])=[O:33])[CH2:48][C:49]1[N:50]=[CH:51][N:52]([C:54]([C:61]2[CH:62]=[CH:63][CH:64]=[CH:65][CH:66]=2)([C:67]2[CH:72]=[CH:71][CH:70]=[CH:69][CH:68]=2)[C:55]2[CH:56]=[CH:57][CH:58]=[CH:59][CH:60]=2)[CH:53]=1)=[O:18])[CH2:9][C:10]1[CH:11]=[CH:12][CH:13]=[CH:14][CH:15]=1)=[O:6])[CH3:3]. Procedure: To a mixture of 1.1 g (4 mmol) of N-[(1,1dimethylethoxy)carbonyl]-L-phenylalanine and 0.568 g (4.2 mmol) of 1-hydroxybenzotriazole in 5 ml of dimethylformamide at 0° C. is added 2.4 g (4.1 mmol) of 3-[[2-amino-1-oxo-3-[1-(triphenylmethyl)-1H-imidazol-4-yl]propyl]amino]-2-hydroxy-5-methylhexanoic acid, 1-methylethyl ester (mixture of [2R-[2R*,3S*(S*)]] and [2S-[2R*,3R*(R*)]]-isomers) in 15 ml of dimethylformamide. The solution is stirred for five minutes, treated with 0.867 g (4.2 mmol) of dicycl... The reactants are pamoate, CN(C)CCCN1C=2C=CC=CC2CCC3=C1C=CC=C3 (Imipramine), CN(C)CCCN1C=2C=CC=CC2CCC3=C1C=CC=C3 (Imipramine), C=1C=CC=2C(C1)=CC(=C(C2CC3=C4C=CC=CC4=CC(=C3O)C(=O)O)O)C(=O)O (pamoic acid), C1=CC=C2C(=C1)C=C(C(=C2CC3=C(C(=CC4=CC=CC=C43)C(=O)O)O)O)C(=O)O.[Na+] (disodium pamoate), C=1C=CC=2C(C1)=CC(=C(C2CC3=C4C=CC=CC4=CC(=C3O)C(=O)O)O)C(=O)O (pamoic acid), pamoate, CN(C)CCCN1C=2C=CC=CC2CCC3=C1C=CC=C3 (imipramine). Run in O (water). Yields the product CN(C)CCCN1C=2C=CC=CC2CCC3=C1C=CC=C3.C=1C=CC=2C(C1)=CC(=C(C2CC3=C4C=CC=CC4=CC(=C3O)C(=O)O)O)C(=O)O (Imipramine pamoate). Reaction SMILES: [CH3:1][N:2]([CH2:4][CH2:5][CH2:6][N:7]1[C:17]2[CH:18]=[CH:19][CH:20]=[CH:21][C:16]=2[CH2:15][CH2:14][C:13]2[CH:12]=[CH:11][CH:10]=[CH:9][C:8]1=2)[CH3:3].[CH:22]1[CH:23]=[CH:24][C:25]2[C:26](=[CH:28][C:29]([C:48]([OH:50])=[O:49])=[C:30]([OH:47])[C:31]=2[CH2:32][C:33]2[C:42]([OH:43])=[C:41]([C:44]([OH:46])=[O:45])[CH:40]=[C:39]3[C:34]=2[CH:35]=[CH:36][CH:37]=[CH:38]3)[CH:27]=1.C1C=C2C=C(C(O)=O)C(O)=C(CC3C4C(=CC=CC=4)C=C(C(O)=O)C=3O)C2=CC=1.[Na+]>O>[CH3:1][N:2]([CH2:4][CH2:5][CH2:6][N:7]1[C:8]2[CH:9]=[CH:10][CH:11]=[CH:12][C:13]=2[CH2:14][CH2:15][C:16]2[CH:21]=[CH:20][CH:19]=[CH:18][C:17]1=2)[CH3:3].[CH:22]1[CH:23]=[CH:24][C:25]2[C:26](=[CH:28][C:29]([C:48]([OH:50])=[O:49])=[C:30]([OH:47])[C:31]=2[CH2:32][C:33]2[C:42]([OH:43])=[C:41]([C:44]([OH:46])=[O:45])[CH:40]=[C:39]3[C:34]=2[CH:35]=[CH:36][CH:37]=[CH:38]3)[CH:27]=1 |f:2.3,5.6|. Reported procedure: The pamoate salt of Imipramine can be prepared by treatment of Imipramine with pamoic salt or pamoic acid in a solvent or solvent mix. Imipramine pamoate was prepared by adding a solution of imipramine in an appropriate solvent, e.g. acidic water, to a solution of disodium pamoate, pamoic acid or other pamoate salt and stirred resulting in precipitation of the salt.